From a dataset of the Open Reaction Database (ORD), a public repository of structured organic reaction records. describe an organic reaction: reactants, conditions, products, and yield The reactants are ClC=1C=C(C=CC1O)CC(=O)O (3-chloro-4-hydroxyphenyl acetic acid), Cl (HCl), CO (methanol). Run at temperature 50 celsius, time 1 hour. The product is COC(CC1=CC(=C(C=C1)O)Cl)=O ((3-Chloro-4-hydroxy-phenyl)-acetic acid methyl ester). RXN SMILES: [Cl:1][C:2]1[CH:3]=[C:4]([CH2:9][C:10]([OH:12])=[O:11])[CH:5]=[CH:6][C:7]=1[OH:8].Cl.[CH3:14]O>>[CH3:14][O:11][C:10](=[O:12])[CH2:9][C:4]1[CH:5]=[CH:6][C:7]([OH:8])=[C:2]([Cl:1])[CH:3]=1. Reported procedure: To a solution of 3-chloro-4-hydroxyphenyl acetic acid (20 mmol) in methanol (50 mL) was added concentrated HCl solution (5 mL), and stirred for 1 h at 50° C. After excess solvents were removed under vacuum, the residue was dissolved in EtOAc (50 mL) and washed with sat. NaHCO3 solution (2×30 mL), brine (30 mL) and dried over anhydrous Na2SO4. This afforded methyl 3-chloro-4-hydroxy acetate 3 as a colorless oil (4.0 g, 99%). 1H NMR (CDCl3) 6.9-7.0 (d, 1H), 6.8-6.9 (d, 1H), 5.4 (s, 1H), 3.6 (s, 3H... Starting materials: Cuprous cyanide, BrC1=CC=C2C=CN(C2=C1)C (6-bromo-1-methylindole), CN1C(CCC1)=O (N-methylpyrrolidinone). Yields the product C(#N)C1=CC=C2C=CN(C2=C1)C (6-cyano-1-methylindole). Procedure: Cuprous cyanide (12.8 g, 143 mmol) was added to a stirred solution of 6-bromo-1-methylindole (10 g, 47 mmol) in N-methylpyrrolidinone (60 ml) under a nitrogen atmosphere. The reaction mixture was heated at 150° C. for 48 h. The reaction mixture was cooled and partitioned between ethyl acetate (200 ml) and aqueous ammonia (200 ml of 0.88 M). The organic layer was washed with brine (3×200 ml), dried (MgSO4) and concentrated. Flash column chromatography (elution with 70% hexane/30% ethyl acetate) g... Reaction conditions: temperature 150 celsius. Reaction SMILES: Br[C:2]1[CH:10]=[C:9]2[C:5]([CH:6]=[CH:7][N:8]2[CH3:11])=[CH:4][CH:3]=1.[CH3:12][N:13]1CCCC1=O>>[C:12]([C:2]1[CH:10]=[C:9]2[C:5]([CH:6]=[CH:7][N:8]2[CH3:11])=[CH:4][CH:3]=1)#[N:13]. The reactants are O=C([O-])[O-], Clc1ccc(Br)cn1, [H-], [Na+], [Na+], [Na+], CN(C)C=O, OC1CN2CCC1CC2. Yields the product Brc1ccc(OC2CN3CCC2CC3)nc1. Reaction SMILES: [C:20](=[O:21])([O-:22])[O-:23].[Cl:12][c:13]1[n:14][cH:15][c:16]([Br:19])[cH:17][cH:18]1.[H-:11].[Na+:10].[Na+:24].[Na+:25].[O:26]=[CH:27][N:28]([CH3:29])[CH3:30].[OH:1][CH:2]1[CH2:3][N:4]2[CH2:5][CH2:6][CH:7]1[CH2:8][CH2:9]2>>[O:1]([CH:2]1[CH2:3][N:4]2[CH2:5][CH2:6][CH:7]1[CH2:8][CH2:9]2)[c:13]1[n:14][cH:15][c:16]([Br:19])[cH:17][cH:18]1. Reactants: C(C)(=O)O (acetic acid), C(C)N(C(COC=1C=CC=C2C(=CNC12)C[C@@H](C)NC[C@@H](C=1C=NC=CC1)O)=O)CC (N,N-diethyl-2-{3-[(2R)-2-((2R)-2-hydroxy-2-pyridin-3-ylethylamino)propyl]-1H-indol-7-yloxy}acetamide), [OH-].[K+] (potassium hydroxide), C(C)O (ethanol). The solvent is O (water). Product: O[C@@H](CN[C@@H](CC1=CNC2=C(C=CC=C12)OCC(=O)O)C)C=1C=NC=CC1 ({3-[(2R)-2-((2R)-2-hydroxy 2-pyridin-3-yl-ethylamino)propyl]-1H-indol-7-yloxy}acetic acid). Reaction SMILES: C(N(CC)[C:4](=[O:29])[CH2:5][O:6][C:7]1[CH:8]=[CH:9][CH:10]=[C:11]2[C:15]=1[NH:14][CH:13]=[C:12]2[CH2:16][C@H:17]([NH:19][CH2:20][C@H:21]([OH:28])[C:22]1[CH:23]=[N:24][CH:25]=[CH:26][CH:27]=1)[CH3:18])C.[OH-].[K+].C([OH:36])C.C(O)(=O)C>O>[OH:28][C@H:21]([C:22]1[CH:23]=[N:24][CH:25]=[CH:26][CH:27]=1)[CH2:20][NH:19][C@H:17]([CH3:18])[CH2:16][C:12]1[C:11]2[C:15](=[C:7]([O:6][CH2:5][C:4]([OH:29])=[O:36])[CH:8]=[CH:9][CH:10]=2)[NH:14][CH:13]=1 |f:1.2|. Procedure: A solution of N,N-diethyl-2-{3-[(2R)-2-((2R)-2-hydroxy-2-pyridin-3-ylethylamino)propyl]-1H-indol-7-yloxy}acetamide (30 mg, 0.071 mmol) and potassium hydroxide (120 mg, 2.1 mmol) in water (1 mL)/ethanol (1 mL) is stirred at 60° C. for 6 hours. After cooling, to the mixture is added acetic acid (0.112 mL), and the mixture is concentrated. The residue is purified by preparative reversed phase HPLC (octadecylsilyl, trade name: Combiprep, ODS-A (YMC), inner diameter: 50×20 mm, particle size: 5 μm, po... The solvent is C(C)O (ethanol). Reaction SMILES: C([O:8][C:9]1[CH:17]=[C:16]2[C:12]([CH:13]=[CH:14][NH:15]2)=[CH:11][C:10]=1[O:18][CH2:19][CH2:20][CH2:21][CH3:22])C1C=CC=CC=1.[H][H]>[Pd].C(O)C>[CH2:19]([O:18][C:10]1[CH:11]=[C:12]2[C:16](=[CH:17][C:9]=1[OH:8])[NH:15][CH:14]=[CH:13]2)[CH2:20][CH2:21][CH3:22]. Isolated yield 90.2%. The reagents and catalysts are [Pd] (palladium on carbon). Starting materials: C(C1=CC=CC=C1)OC1=C(C=C2C=CNC2=C1)OCCCC (6-Benzyloxy 5-butoxy indole), [H][H] (hydrogen). Procedure: 6-Benzyloxy 5-butoxy indole (4 g, 0.0135 mole) is hydrogenated under 50 atmospheres of hydrogen in a reactor with 40 ml of ethanol and 0.6 g 10% palladium on carbon for 3 hours. After filtration and evaporation of the solvent, the residue is recrystallized in a mixture of benzene-hexane to produce 5-butoxy 6-hydroxy indole (2.5 g, yield 90%). Product: C(CCC)OC=1C=C2C=CNC2=CC1O (5-butoxy 6-hydroxy indole). The reactants are CC1(C)CCC(N(C(=O)C(C)(C)CO)C2CC(C(=O)O)N(C(=O)OC(C)(C)C)C2)CC1, CCNC. The product is CCN(C)C(=O)C1CC(N(C(=O)C(C)(C)CO)C2CCC(C)(C)CC2)CN1C(=O)OC(C)(C)C. RXN SMILES: [C:1](=[O:2])([O:3][C:4]([CH3:5])([CH3:6])[CH3:7])[N:8]1[CH:9]([C:10](=[O:11])[OH:12])[CH2:13][CH:14]([N:16]([C:17]([C:18]([CH2:19][OH:20])([CH3:21])[CH3:22])=[O:23])[CH:24]2[CH2:25][CH2:26][C:27]([CH3:30])([CH3:31])[CH2:28][CH2:29]2)[CH2:15]1.[CH3:32][NH:33][CH2:34][CH3:35]>>[C:1](=[O:2])([O:3][C:4]([CH3:5])([CH3:6])[CH3:7])[N:8]1[CH:9]([C:10](=[O:12])[N:33]([CH3:32])[CH2:34][CH3:35])[CH2:13][CH:14]([N:16]([C:17]([C:18]([CH2:19][OH:20])([CH3:21])[CH3:22])=[O:23])[CH:24]2[CH2:25][CH2:26][C:27]([CH3:30])([CH3:31])[CH2:28][CH2:29]2)[CH2:15]1. Starting materials: CN(C)C1CCN(c2ccc(C(=O)OC(C)(C)C)cc2)C1, ClCCl, O=C(O)C(F)(F)F. Yields the product CN(C)C1CCN(c2ccc(C(=O)O)cc2)C1. Reaction SMILES: [CH3:1][N:2]([CH:3]1[CH2:4][N:5]([c:8]2[cH:9][cH:10][c:11]([C:12](=[O:13])[O:14][C:15]([CH3:16])([CH3:17])[CH3:18])[cH:19][cH:20]2)[CH2:6][CH2:7]1)[CH3:21].[Cl:29][CH2:30][Cl:31].[OH:22][C:23]([C:24]([F:25])([F:26])[F:27])=[O:28]>>[CH3:1][N:2]([CH:3]1[CH2:4][N:5]([c:8]2[cH:9][cH:10][c:11]([C:12](=[O:13])[OH:14])[cH:19][cH:20]2)[CH2:6][CH2:7]1)[CH3:21]. Starting materials: S1CNCC1 (thiazolidine), C1C(CCC2=CC=CC=C12)CC(=O)C1[C@H](NCS1)C(=O)O (3-(1,2,3,4-tetrahydronaphthalen-2-ylacetyl)-L-thioproline), N1CCCC1 (pyrrolidine), C1(CCC2=CC=CC=C12)CC(=O)C1[C@H](NCS1)C(=O)O (3-(2-indanylacetyl)-L-thioproline). Product: C1C(CCC2=CC=CC=C12)CC(=O)C1[C@H](NCS1)C(=O)N1CCCC1 (1-[3-(1,2,3,4-tetrahydronaphthalen-2-ylacetyl)-L-thioprolyl]pyrrolidine). The yield is 52.0%. As a reaction SMILES: [CH2:1]1[C:10]2[C:5](=[CH:6][CH:7]=[CH:8][CH:9]=2)[CH2:4][CH2:3][CH:2]1[CH2:11][C:12]([CH:14]1[S:18][CH2:17][NH:16][C@@H:15]1[C:19]([OH:21])=O)=[O:13].[NH:22]1[CH2:26][CH2:25][CH2:24][CH2:23]1.C1(CC(C2SCN[C@@H]2C(O)=O)=O)C2C(=CC=CC=2)CC1.S1CCNC1>>[CH2:1]1[C:10]2[C:5](=[CH:6][CH:7]=[CH:8][CH:9]=2)[CH2:4][CH2:3][CH:2]1[CH2:11][C:12]([CH:14]1[S:18][CH2:17][NH:16][C@@H:15]1[C:19]([N:22]1[CH2:26][CH2:25][CH2:24][CH2:23]1)=[O:21])=[O:13]. Reported procedure: Colorless crystals of 1-[3-(1,2,3,4-tetrahydronaphthalen-2-ylacetyl)-L-thioprolyl]pyrrolidine were prepared in the same manner as in Example 1, except that 3-(1,2,3,4-tetrahydronaphthalen-2-ylacetyl)-L-thioproline and pyrrolidine were used instead of 3-(2-indanylacetyl)-L-thioproline and thiazolidine, respectively (yield: 52%).